This data is from the Open Reaction Database (ORD), a public repository of structured organic reaction records. The task is: describe an organic reaction: reactants, conditions, products, and yield Reactants: CN(C)C=O, Cn1nnnc1S, ClCBr, [Na], O. The product is Cn1nnnc1SCCl. As a reaction SMILES: [CH3:12][N:13]([CH3:14])[CH:15]=[O:16].[CH3:2][n:3]1[n:4][n:5][n:6][c:7]1[SH:8].[Cl:9][CH2:10][Br:11].[Na:1].[OH2:17]>>[CH3:2][n:3]1[n:4][n:5][n:6][c:7]1[S:8][CH2:10][Cl:9]. The reactants are 42(ii), CC=1N(C(=C(N1)C(=O)OCC)C(=O)OCC)CC1=CC=C(C=C1)[N+](=O)[O-] (diethyl 2-methyl-1-(4-nitrobenzyl)imidazole-4,5-dicarboxylate), BrN1C(CCC1=O)=O (N-bromosuccinimide). Yields the product BrCC=1N(C(=C(N1)C(=O)OCC)C(=O)OCC)CC1=CC=C(C=C1)[N+](=O)[O-] (Diethyl 2-bromomethyl-1-(4-nitrobenzyl)imidazole-4,5-dicarboxylate). Isolated yield 71.5%. RXN SMILES: [CH3:1][C:2]1[N:3]([CH2:17][C:18]2[CH:23]=[CH:22][C:21]([N+:24]([O-:26])=[O:25])=[CH:20][CH:19]=2)[C:4]([C:12]([O:14][CH2:15][CH3:16])=[O:13])=[C:5]([C:7]([O:9][CH2:10][CH3:11])=[O:8])[N:6]=1.[Br:27]N1C(=O)CCC1=O>>[Br:27][CH2:1][C:2]1[N:3]([CH2:17][C:18]2[CH:23]=[CH:22][C:21]([N+:24]([O-:26])=[O:25])=[CH:20][CH:19]=2)[C:4]([C:12]([O:14][CH2:15][CH3:16])=[O:13])=[C:5]([C:7]([O:9][CH2:10][CH3:11])=[O:8])[N:6]=1. Procedure: Following a procedure similar to that described in Preparation 42(ii), but brominating 6.6 g of diethyl 2-methyl-1-(4-nitrobenzyl)imidazole-4,5-dicarboxylate [prepared as described in step (i) above] with 3.9 g of N-bromosuccinimide, 5.75 g of the title compound were obtained as a syrup.